From a dataset of the Open Reaction Database (ORD), a public repository of structured organic reaction records. describe an organic reaction: reactants, conditions, products, and yield Reactants: NC1CN(CCC1)CC (3-Amino-1-ethylpiperidine), CC=1C=C2C(C(=O)OC2=O)=CC1 (4-methylphthalic anhydride). Yields the product C(C)N1CC(CCC1)N1C(C=2C(C1=O)=CC(=CC2)C)=O (1-Ethyl-3-(4-methylphthalimido)piperidine). RXN SMILES: [NH2:1][CH:2]1[CH2:7][CH2:6][CH2:5][N:4]([CH2:8][CH3:9])[CH2:3]1.[CH3:10][C:11]1[CH:12]=[C:13]2[C:18](=O)[O:17][C:15](=[O:16])[C:14]2=[CH:20][CH:21]=1>>[CH2:8]([N:4]1[CH2:5][CH2:6][CH2:7][CH:2]([N:1]2[C:18](=[O:17])[C:13]3=[CH:12][C:11]([CH3:10])=[CH:21][CH:20]=[C:14]3[C:15]2=[O:16])[CH2:3]1)[CH3:9]. Procedure: 3-Amino-1-ethylpiperidine and 4-methylphthalic anhydride are reacted in a similar manner to that described in Example 3 to give the title compound. The solvent is CN(C)C=O (DMF). Run at temperature 40 celsius, time 19 hour. The reactants are C(CCC)[Sn](C=C)(CCCC)CCCC (tri-n-butyl(vinyl)stannane), C(C)(=O)O[C@H]1[C@@H](O[C@@H]([C@H]1OC(C)=O)C)N1C(=O)N=C(N)C(=C1)I (2′,3′-di-O-acetyl-5′-deoxy-5-iodocytidine), O1C(=CC=C1)P(C=1OC=CC1)C=1OC=CC1 (tri-2-furylphosphine), C(CCC)[Sn](C=C)(CCCC)CCCC (tri-n-butyl(vinyl)stannane). Reported procedure: To a solution of 2′,3′-di-O-acetyl-5′-deoxy-5-iodocytidine (1.6 g, 3.66 mmol) in 10 ml DMF were added Pd2(dba)3 (67 mg, 0.073 mmol) and tri-2-furylphosphine (85 mg, 0.366 mmol) and tri-n-butyl(vinyl)stannane (2.1 ml, 7.318 mmol ) under Ar atmosphere at room temperature. After stirring for 19 hours, tri-n-butyl(vinyl)stannane (2.1 ml, 7.318 mmol ) was added to the reaction mixture, and then the reaction mixture was warmed up to 40° C. with stirring for 24 hours. The solvent was removed in vacuo, ... Yields the product C(C)(=O)O[C@H]1[C@@H](O[C@@H]([C@H]1OC(C)=O)C)N1C(=O)N=C(N)C(=C1)C=C (2′,3′-di-O-acetyl-5′-deoxy-5-vinylcytidine). The yield is 915.3%. As a reaction SMILES: [C:1]([O:4][C@@H:5]1[C@H:9]([O:10][C:11](=[O:13])[CH3:12])[C@@H:8]([CH3:14])[O:7][C@H:6]1[N:15]1[CH:22]=[C:21](I)[C:19]([NH2:20])=[N:18][C:16]1=[O:17])(=[O:3])[CH3:2].O1C=C[CH:26]=[C:25]1P(C1OC=CC=1)C1OC=CC=1.C([Sn](CCCC)(CCCC)C=C)CCC>CN(C=O)C.C1C=CC(/C=C/C(/C=C/C2C=CC=CC=2)=O)=CC=1.C1C=CC(/C=C/C(/C=C/C2C=CC=CC=2)=O)=CC=1.C1C=CC(/C=C/C(/C=C/C2C=CC=CC=2)=O)=CC=1.[Pd].[Pd]>[C:1]([O:4][C@@H:5]1[C@H:9]([O:10][C:11](=[O:13])[CH3:12])[C@@H:8]([CH3:14])[O:7][C@H:6]1[N:15]1[CH:22]=[C:21]([CH:25]=[CH2:26])[C:19]([NH2:20])=[N:18][C:16]1=[O:17])(=[O:3])[CH3:2] |f:4.5.6.7.8|. The reagents and catalysts are C=1C=CC(=CC1)/C=C/C(=O)/C=C/C2=CC=CC=C2.C=1C=CC(=CC1)/C=C/C(=O)/C=C/C2=CC=CC=C2.C=1C=CC(=CC1)/C=C/C(=O)/C=C/C2=CC=CC=C2.[Pd].[Pd] (Pd2(dba)3). The solvent is O1CCCC1 (tetrahydrofuran). Yields the product O1N=CC(=C1)C1=C(C=CC=C1)S(=O)(=O)N (2-(Isoxazol-4-yl)benzenesulfonamide). Reactants: O1N=CC(=C1)C1=C(C=CC=C1)S(=O)(=O)Cl (2-(isoxazol-4-yl)benzenesulfonyl chloride), [OH-].[NH4+] (ammonium hydroxide). Procedure: By the procedure of Example 5, 15 g of 2-(isoxazol-4-yl)benzenesulfonyl chloride prepared in Example 12 was reacted with 30 ml of concentrated ammonium hydroxide in 150 ml of tetrahydrofuran to give, after recrystallization from 2-propanol, 11 g of the title compound; m.p. 165°-167° C. RXN SMILES: [O:1]1[CH:5]=[C:4]([C:6]2[CH:11]=[CH:10][CH:9]=[CH:8][C:7]=2[S:12](Cl)(=[O:14])=[O:13])[CH:3]=[N:2]1.[OH-].[NH4+:17]>O1CCCC1>[O:1]1[CH:5]=[C:4]([C:6]2[CH:11]=[CH:10][CH:9]=[CH:8][C:7]=2[S:12]([NH2:17])(=[O:14])=[O:13])[CH:3]=[N:2]1 |f:1.2|. Starting materials: O=C1CCC(=O)N1Br, COC(=O)c1cccc(C)c1, CO, O=S(=O)(O)O, Cc1cccc(C(=O)O)c1. Product: COC(=O)c1cccc(CBr)c1. As a reaction SMILES: [Br:27][N:28]1[C:29](=[O:30])[CH2:31][CH2:32][C:33]1=[O:34].[CH3:16][O:17][C:18](=[O:19])[c:20]1[cH:21][c:22]([CH3:26])[cH:23][cH:24][cH:25]1.[CH3:35][OH:36].[S:11](=[O:12])(=[O:13])([OH:14])[OH:15].[c:1]1([CH3:2])[cH:3][cH:4][cH:5][c:6]([C:7]([OH:8])=[O:9])[cH:10]1>>[CH3:16][O:17][C:18](=[O:19])[c:20]1[cH:21][c:22]([CH2:26][Br:27])[cH:23][cH:24][cH:25]1.